From a dataset of the Open Reaction Database (ORD), a public repository of structured organic reaction records. describe an organic reaction: reactants, conditions, products, and yield Starting materials: CCO, CN(C)CCN1CCCc2ccc([N+](=O)[O-])cc21. The product is CN(C)CCN1CCCc2ccc(N)cc21. Reaction SMILES: [CH3:19][CH2:20][OH:21].[CH3:1][N:2]([CH2:3][CH2:4][N:5]1[CH2:6][CH2:7][CH2:8][c:9]2[cH:10][cH:11][c:12]([N+:15]([O-:16])=[O:17])[cH:13][c:14]21)[CH3:18]>>[CH3:1][N:2]([CH2:3][CH2:4][N:5]1[CH2:6][CH2:7][CH2:8][c:9]2[cH:10][cH:11][c:12]([NH2:15])[cH:13][c:14]21)[CH3:18]. Reactants: O=C([O-])[O-], CCOC(=O)c1cn[nH]c1, CN1CCCC1=O, ClC(c1ccccc1)c1ccccc1, [K+], [K+], O. Product: CCOC(=O)c1cnn(C(c2ccccc2)c2ccccc2)c1. Reaction SMILES: [C:25](=[O:26])([O-:27])[O-:28].[CH2:1]([CH3:2])[O:3][C:4](=[O:5])[c:6]1[cH:7][n:8][nH:9][cH:10]1.[CH3:31][N:32]1[CH2:33][CH2:34][CH2:35][C:36]1=[O:37].[CH:11]([c:12]1[cH:13][cH:14][cH:15][cH:16][cH:17]1)([c:18]1[cH:19][cH:20][cH:21][cH:22][cH:23]1)[Cl:24].[K+:29].[K+:30].[OH2:38]>>[CH2:1]([CH3:2])[O:3][C:4](=[O:5])[c:6]1[cH:7][n:8][n:9]([CH:11]([c:12]2[cH:13][cH:14][cH:15][cH:16][cH:17]2)[c:18]2[cH:19][cH:20][cH:21][cH:22][cH:23]2)[cH:10]1. The reactants are CCCOc1ccccc1-c1nc2nc(S(C)(=O)=O)ncc2c(=O)[nH]1, CCC[O-], [Na+]. Yields the product CCCOc1ncc2c(=O)[nH]c(-c3ccccc3OCCC)nc2n1. RXN SMILES: [CH3:1][S:2](=[O:3])(=[O:4])[c:5]1[n:6][cH:7][c:8]2[c:9]([n:10]1)[n:11][c:12](-[c:16]1[c:17]([O:22][CH2:23][CH2:24][CH3:25])[cH:18][cH:19][cH:20][cH:21]1)[nH:13][c:14]2=[O:15].[CH3:26][CH2:27][CH2:28][O-:29].[Na+:30]>>[c:5]1([O:29][CH2:28][CH2:27][CH3:26])[n:6][cH:7][c:8]2[c:9]([n:10]1)[n:11][c:12](-[c:16]1[c:17]([O:22][CH2:23][CH2:24][CH3:25])[cH:18][cH:19][cH:20][cH:21]1)[nH:13][c:14]2=[O:15]. The reactants are F[B-](F)(F)F, [H+], O=N[O-], CCCCCCc1cnc(-c2ccc(CCCCC)c(N)c2)nc1, [Na+], C1COCCO1, O. Yields the product CCCCCCc1cnc(-c2ccc(CCCCC)c(F)c2)nc1. As a reaction SMILES: [F:30][B-:31]([F:32])([F:33])[F:34].[H+:29].[N:25]([O-:26])=[O:27].[NH2:1][c:2]1[cH:3][c:4](-[c:13]2[n:14][cH:15][c:16]([CH2:19][CH2:20][CH2:21][CH2:22][CH2:23][CH3:24])[cH:17][n:18]2)[cH:5][cH:6][c:7]1[CH2:8][CH2:9][CH2:10][CH2:11][CH3:12].[Na+:28].[O:35]1[CH2:36][CH2:37][O:38][CH2:39][CH2:40]1.[OH2:41]>>[c:2]1([F:30])[cH:3][c:4](-[c:13]2[n:14][cH:15][c:16]([CH2:19][CH2:20][CH2:21][CH2:22][CH2:23][CH3:24])[cH:17][n:18]2)[cH:5][cH:6][c:7]1[CH2:8][CH2:9][CH2:10][CH2:11][CH3:12]. Reactants: crude product, carboxylic acid, CSC (dimethyl sulfide), CI (methyl iodide), C(=O)([O-])[O-].[K+].[K+] (K2CO3), O=[O+][O-] (Ozone), CC1C=2C=CC(=NC2C(CC1)C)C=1OC=CC1 (5,8-Dimethyl-2-(2-furyl)-5,6,7,8-tetrahydroquinoline), O=O (oxygen). Solvent: CN(C)C=O (DMF), O (water), CO (methanol). Run at time 1 hour. The product is CC1C=2C=CC(=NC2C(CC1)C)C(=O)OC (5,8-Dimethyl-2-carbomethoxy-5,6,7,8-tetrahydroquinoline). As a reaction SMILES: [CH3:1][CH:2]1[CH2:11][CH2:10][CH:9]([CH3:12])[C:8]2[N:7]=[C:6]([C:13]3[O:14][CH:15]=CC=3)[CH:5]=[CH:4][C:3]1=2.[O:18]=[O+][O-].O=O.CSC.CI.C([O-])([O-])=O.[K+].[K+]>CO.CN(C=O)C.O>[CH3:1][CH:2]1[CH2:11][CH2:10][CH:9]([CH3:12])[C:8]2[N:7]=[C:6]([C:13]([O:14][CH3:15])=[O:18])[CH:5]=[CH:4][C:3]1=2 |f:5.6.7|. Procedure: 5,8-Dimethyl-2-(2-furyl)-5,6,7,8-tetrahydroquinoline (3 g) was dissolved in 100 ml of methanol. Ozone generated from oxygen at -78° C. was introduced into the obtained solution for 10 minutes. The resulting system was saturated with nitrogen gas, followed by the addition of 7 ml of dimethyl sulfide. The temperature of the mixture was raised to room temperature and the resulting reaction mixture was concentrated to give about 3 g of a crude product. This crude product containing a carboxylic acid... Starting materials: [Br-], C1CCOC1, C[Mg+], CON(C)C(=O)C(CC(C)C)NC(=O)C(CC(=O)O)n1ccc(-c2ccc(-c3ccccc3)cc2)c1. Yields the product CC(=O)C(CC(C)C)NC(=O)C(CC(=O)O)n1ccc(-c2ccc(-c3ccccc3)cc2)c1. RXN SMILES: [Br-:37].[CH2:40]1[O:41][CH2:42][CH2:43][CH2:44]1.[CH3:38][Mg+:39].[c:1]1(-[c:31]2[cH:32][cH:33][cH:34][cH:35][cH:36]2)[cH:2][cH:3][c:4](-[c:7]2[cH:8][n:9]([CH:12]([CH2:13][C:14](=[O:15])[OH:16])[C:17](=[O:18])[NH:19][CH:20]([CH2:21][CH:22]([CH3:23])[CH3:24])[C:25]([N:26]([O:27][CH3:28])[CH3:29])=[O:30])[cH:10][cH:11]2)[cH:5][cH:6]1>>[c:1]1(-[c:31]2[cH:32][cH:33][cH:34][cH:35][cH:36]2)[cH:2][cH:3][c:4](-[c:7]2[cH:8][n:9]([CH:12]([CH2:13][C:14](=[O:15])[OH:16])[C:17](=[O:18])[NH:19][CH:20]([CH2:21][CH:22]([CH3:23])[CH3:24])[C:25](=[O:30])[CH3:38])[cH:10][cH:11]2)[cH:5][cH:6]1. Starting materials: [N+](=O)([O-])C1=CC=C(C=C1)CC(=O)O (4-nitrophenylacetic acid), CNC (dimethylamine), C(=O)=O (carbon dioxide). The solvent is C=O (formaldehyde), C=O (formaldehyde). Run at temperature 10 celsius, time 0.5 hour. Product: CN(C)CC(=C)C1=CC=C(C=C1)[N+](=O)[O-] (α-(N,N-dimethylaminomethyl)-p-nitrostyrene). Isolated yield 93.0%. As a reaction SMILES: [N+:1]([C:4]1[CH:9]=[CH:8][C:7]([CH2:10][C:11](O)=O)=[CH:6][CH:5]=1)([O-:3])=[O:2].[CH3:14][NH:15][CH3:16].[C:17](=O)=O>C=O>[CH3:14][N:15]([CH2:17][C:10]([C:7]1[CH:8]=[CH:9][C:4]([N+:1]([O-:3])=[O:2])=[CH:5][CH:6]=1)=[CH2:11])[CH3:16]. Procedure: The compound 4-nitrophenylacetic acid (30.2 g, 0.166 mole) was dissolved in 210 ml (1.7 mole) of 33% aqueous dimethylamine solution and cooled to 10° C. in an ice bath. Immediately to the reaction solution was added dropwise 150 ml of 38% aqueous formaldehyde solution, under a nitrogen atmosphere, while maintaining the temperature between 15°-20° C. When the addition of the formaldehyde was complete, the reaction mixture was stirred for 0.5 hours at 20° C., then for 0.5 hours with warming to 60°... Reactants: ClCCCS(=O)(=O)N1CCC(CC1)C1=CNC2=C(C=C(C=C12)C1=CC=CC=C1)C(=O)N (3-{1-[(3-chloropropyl)sulfonyl]-4-piperidinyl}-5-phenyl-1H-indole-7-carboxamide), [I-].[Na+] (sodium iodide), C1(CCC1)CO (cyclobutylmethanol), C(=O)([O-])[O-].[K+].[K+] (K2CO3). The product is C1(CCC1)COCCCS(=O)(=O)N1CCC(CC1)C1=CNC2=C(C=C(C=C12)C1=CC=CC=C1)C(=O)N (3-[1-({3-[(cyclobutylmethyl)oxy]propyl}sulfonyl)-4-piperidinyl]-5-phenyl-1H-indole-7-carboxamide). The yield is 12.6%. Reaction SMILES: Cl[CH2:2][CH2:3][CH2:4][S:5]([N:8]1[CH2:13][CH2:12][CH:11]([C:14]2[C:22]3[C:17](=[C:18]([C:29]([NH2:31])=[O:30])[CH:19]=[C:20]([C:23]4[CH:28]=[CH:27][CH:26]=[CH:25][CH:24]=4)[CH:21]=3)[NH:16][CH:15]=2)[CH2:10][CH2:9]1)(=[O:7])=[O:6].[CH:32]1([CH2:36][OH:37])[CH2:35][CH2:34][CH2:33]1.C([O-])([O-])=O.[K+].[K+].[I-].[Na+]>>[CH:32]1([CH2:36][O:37][CH2:2][CH2:3][CH2:4][S:5]([N:8]2[CH2:13][CH2:12][CH:11]([C:14]3[C:22]4[C:17](=[C:18]([C:29]([NH2:31])=[O:30])[CH:19]=[C:20]([C:23]5[CH:28]=[CH:27][CH:26]=[CH:25][CH:24]=5)[CH:21]=4)[NH:16][CH:15]=3)[CH2:10][CH2:9]2)(=[O:7])=[O:6])[CH2:35][CH2:34][CH2:33]1 |f:2.3.4,5.6|. Reported procedure: Following the general procedure of example 159, 3-{1-[(3-chloropropyl)sulfonyl]-4-piperidinyl}-5-phenyl-1H-indole-7-carboxamide (40.0 mg, 0.087 mmol), cyclobutylmethanol (86 mg, 0.87 mmol), K2CO3 (35.0 mg, 0.35 mmol) and sodium iodide (0.5 mg) were reacted to give the title compound (5.6 mg, 12.6%). Reactants: COc1ccc(CN(Cc2ccc(OC)cc2)c2ncc(-c3nc(N4CCOCC4)nc4c3CCN4)cn2)cc1, O=C=Nc1ccccc1Cl, [H-], [Na+], CN(C)C=O. Yields the product COc1ccc(CN(Cc2ccc(OC)cc2)c2ncc(-c3nc(N4CCOCC4)nc4c3CCN4C(=O)Nc3ccccc3Cl)cn2)cc1. As a reaction SMILES: [CH3:1][O:2][c:3]1[cH:4][cH:5][c:6]([CH2:7][N:8]([c:9]2[n:10][cH:11][c:12](-[c:15]3[c:16]4[c:17]([n:18][c:19]([N:21]5[CH2:22][CH2:23][O:24][CH2:25][CH2:26]5)[n:20]3)[NH:27][CH2:28][CH2:29]4)[cH:13][n:14]2)[CH2:30][c:31]2[cH:32][cH:33][c:34]([O:37][CH3:38])[cH:35][cH:36]2)[cH:39][cH:40]1.[Cl:43][c:44]1[c:45]([N:50]=[C:51]=[O:52])[cH:46][cH:47][cH:48][cH:49]1.[H-:42].[Na+:41].[O:53]=[CH:54][N:55]([CH3:56])[CH3:57]>>[CH3:1][O:2][c:3]1[cH:4][cH:5][c:6]([CH2:7][N:8]([c:9]2[n:10][cH:11][c:12](-[c:15]3[c:16]4[c:17]([n:18][c:19]([N:21]5[CH2:22][CH2:23][O:24][CH2:25][CH2:26]5)[n:20]3)[N:27]([C:51]([NH:50][c:45]3[c:44]([Cl:43])[cH:49][cH:48][cH:47][cH:46]3)=[O:52])[CH2:28][CH2:29]4)[cH:13][n:14]2)[CH2:30][c:31]2[cH:32][cH:33][c:34]([O:37][CH3:38])[cH:35][cH:36]2)[cH:39][cH:40]1. The reactants are Oc1cccnc1Br, [Na+], [Na+], O=C([O-])[O-], OB(O)c1ccccc1, c1ccccc1. Yields the product Oc1cccnc1-c1ccccc1. Reaction SMILES: [Br:1][c:2]1[n:3][cH:4][cH:5][cH:6][c:7]1[OH:8].[Na+:24].[Na+:25].[O-:26][C:27](=[O:28])[O-:29].[OH:9][B:10]([OH:11])[c:12]1[cH:13][cH:14][cH:15][cH:16][cH:17]1.[cH:18]1[cH:19][cH:20][cH:21][cH:22][cH:23]1>>[c:2]1(-[c:12]2[cH:13][cH:14][cH:15][cH:16][cH:17]2)[n:3][cH:4][cH:5][cH:6][c:7]1[OH:8].